This data is from the Open Reaction Database (ORD), a public repository of structured organic reaction records. The task is: describe an organic reaction: reactants, conditions, products, and yield The reactants are C(C)(=O)OCC (ethyl acetate), OC1=CC=C(CN)C=C1 (4-hydroxybenzylamine), [OH-].[Na+] (sodium hydroxide), ClC(=O)OCC1=CC=CC=C1 (Benzyl chloroformate). The solvent is [Cl-].[Na+].O (Brine), C1CCOC1 (THF), O (water). Run at temperature 0 celsius, time 18 hour. The product is C(C1=CC=CC=C1)OC(NCC1=CC=C(C=C1)O)=O ((4-Hydroxy-benzyl)-carbamic acid benzyl ester). Yield: 117.6%. Reaction SMILES: [OH:1][C:2]1[CH:9]=[CH:8][C:5]([CH2:6][NH2:7])=[CH:4][CH:3]=1.[OH-].[Na+].Cl[C:13]([O:15][CH2:16][C:17]1[CH:22]=[CH:21][CH:20]=[CH:19][CH:18]=1)=[O:14].C(OCC)(=O)C>C1COCC1.O.[Cl-].[Na+].O>[CH2:16]([O:15][C:13](=[O:14])[NH:7][CH2:6][C:5]1[CH:8]=[CH:9][C:2]([OH:1])=[CH:3][CH:4]=1)[C:17]1[CH:22]=[CH:21][CH:20]=[CH:19][CH:18]=1 |f:1.2,7.8.9|. Procedure: A solution of 4-hydroxybenzylamine (1 g, 8.1 mmol) in THF (20 ml) and water (20 ml) was cooled down to 0° C. with sodium hydroxide (357 mg, 8.9 mmol). Benzyl chloroformate (1.27 ml, 8.9 mmol) was added slowly and the reaction mixture was stirred at 0° C. for 1 h and at r.t. for 18 hours. Brine (20 ml) and ethyl acetate (20 mL) were added and the phases were separated. The aqueous phase was extracted with EtOAc (20 mL). The organic phase was dried over magnesium sulfate, filtered and concentrated... Reactants: ClC=1C=C(C=NC1OC)C(=O)N[C@@H](CC(=O)O)C1=C(C=CC=C1)Cl ((S)-3-[(5-Chloro-6-methoxy-pyridine-3-carbonyl)-amino]-3-(2-chloro-phenyl)-propionic acid), O (water). Reagents/catalysts: C1(=CC=CC=C1)B(O)O (phenylboronic acid), C(=O)([O-])[O-].[Na+].[Na+] (Na2CO3). Solvent: CN(C)C=O (DMF). Run at temperature 100 celsius. Yields the product ClC1=C(C=CC=C1)[C@H](CC(=O)O)NC(=O)C=1C=NC(=C(C1)C1=CC=CC=C1)OC ((S)-3-(2-Chloro-phenyl)-3-[(6-methoxy-5-phenyl-pyridine-3-carbonyl)-amino]-propionic acid). Yield: 59.9%. RXN SMILES: Cl[C:2]1[CH:3]=[C:4]([C:10]([NH:12][C@H:13]([C:18]2[CH:23]=[CH:22][CH:21]=[CH:20][C:19]=2[Cl:24])[CH2:14][C:15]([OH:17])=[O:16])=[O:11])[CH:5]=[N:6][C:7]=1[O:8][CH3:9].O>CN(C=O)C.C1(B(O)O)C=CC=CC=1.C([O-])([O-])=O.[Na+].[Na+]>[Cl:24][C:19]1[CH:20]=[CH:21][CH:22]=[CH:23][C:18]=1[C@@H:13]([NH:12][C:10]([C:4]1[CH:5]=[N:6][C:7]([O:8][CH3:9])=[C:2]([C:18]2[CH:23]=[CH:22][CH:21]=[CH:20][CH:19]=2)[CH:3]=1)=[O:11])[CH2:14][C:15]([OH:17])=[O:16] |f:4.5.6|. Procedure details: To a solution of 50 mg (0.13 mmol) of (S)-3-[(5-Chloro-6-methoxy-pyridine-3-carbonyl)-amino]-3-(2-chloro-phenyl)-propionic acid in 3 ml of DMF are added: 25 mg (0.21 mmol, 1,5 eq) phenylboronic acid, 60 mg Na2CO3 (0.56 mmol, 4.2 eq) and 10 mg (0.13 eq) DI-MICRO-CHLOROBIS[2-[(DIMETHYLAMINO)METHYL]PHENYL-C,N]DIPAL as catalyst. After the addition of 1 ml of water the resulting mixture is heated to 100° C. for 6 hours, the reaction is filtered via a pad of celite and the resulting solution subjected... The reactants are [H-].[Na+] (NaH), [NH4+].[Cl-] (NH4Cl), C1(CCCCCC1)=O (cycloheptanone), O1C(CCCC1)OCC(=O)OCC (ethyl (tetrahydropyranyloxy)acetate), ice. Reagents/catalysts: CCO (EtOH). Run in CCOCC (Et2O), CCCCCC (hexane), CO (MeOH), CCOCC (Et2O). Product: O1C(CCCC1)OCC(=O)C1C(CCCCC1)=O (2-[(tetrahydropyranyloxy)acetyl]cycloheptanone). Yield: 88.2%. RXN SMILES: [C:1]1(=[O:8])[CH2:7][CH2:6][CH2:5][CH2:4][CH2:3][CH2:2]1.[O:9]1[CH2:14][CH2:13][CH2:12][CH2:11][CH:10]1[O:15][CH2:16][C:17](OCC)=[O:18].[H-].[Na+].[NH4+].[Cl-]>CCOCC.CCO.CO.CCCCCC>[O:9]1[CH2:14][CH2:13][CH2:12][CH2:11][CH:10]1[O:15][CH2:16][C:17]([CH:2]1[CH2:3][CH2:4][CH2:5][CH2:6][CH2:7][C:1]1=[O:8])=[O:18] |f:2.3,4.5|. Reported procedure: A solution of 2.80 g (25 mmol) of cycloheptanone and 4.71 g (25 to mmol) of ethyl (tetrahydropyranyloxy)acetate (Ireland, R. E.; Wipf, P. Tetrahedron Lett., 1989, 30, 919-22) in 20 mL of Et2O was added over the course of 1 h to an ice-cold, stirring mixture of hexane-washed NaH and 0.12 mL (2 mmol, 0.092 g) of absolute EtOH in 10 mL of Et2O under N2. The light brown mixture was allowed to warm to room temperature and was stirred overnight. MeOH (5 mL) was added and the solution was poured onto 2... Reactants: O1C(CCCC1)ONC(=O)C=1C=NC(=NC1)N1CC=2NC3=CC=CC=C3C2CC1 (N-(tetrahydro-2H-pyran-2-yloxy)-2-[1,3,4,9-tetrahydro-2H-b-carbolin-2-yl]pyrimidine-5-carboxamide), [H-].[Na+] (sodium hydride), C(C)(=O)Cl (Acetyl chloride). Solvent: CN(C)C=O (DMF). Reaction conditions: time 20 minute. The product is O1C(CCCC1)ONC(=O)C=1C=NC(=NC1)N1CC=2N(C3=CC=CC=C3C2CC1)C(C)=O (N-(tetrahydro-2H-pyran-2-yloxy)-2-[9-acetyl-1,3,4,9-tetrahydro-2H-b-carbolin-2-yl]pyrimidine-5-carboxamide). Yield: 60.2%. Reaction SMILES: [O:1]1[CH2:6][CH2:5][CH2:4][CH2:3][CH:2]1[O:7][NH:8][C:9]([C:11]1[CH:12]=[N:13][C:14]([N:17]2[CH2:29][CH2:28][C:27]3[C:26]4[C:21](=[CH:22][CH:23]=[CH:24][CH:25]=4)[NH:20][C:19]=3[CH2:18]2)=[N:15][CH:16]=1)=[O:10].[H-].[Na+].[C:32](Cl)(=[O:34])[CH3:33]>CN(C=O)C>[O:1]1[CH2:6][CH2:5][CH2:4][CH2:3][CH:2]1[O:7][NH:8][C:9]([C:11]1[CH:12]=[N:13][C:14]([N:17]2[CH2:29][CH2:28][C:27]3[C:26]4[C:21](=[CH:22][CH:23]=[CH:24][CH:25]=4)[N:20]([C:32](=[O:34])[CH3:33])[C:19]=3[CH2:18]2)=[N:15][CH:16]=1)=[O:10] |f:1.2|. Procedure: To a stirred solution of N-(tetrahydro-2H-pyran-2-yloxy)-2-[1,3,4,9-tetrahydro-2H-b-carbolin-2-yl]pyrimidine-5-carboxamide (120 mg, mmol) in DMF (5 mL) was added sodium hydride (22 mg) at 0° C. and the mixture was stirred for 20 min. Acetyl chloride (30 mg, mmol) was added and the reaction was allowed to attain room temperature and stirred 3 hours. After completion, the reaction mixture was partitioned between EtOAc and water. The organic layer was separated and washed with water, saturated sodi... The reactants are ClC=1C=CC=C2C=C(N=C(C12)/C(/N)=N/O)[C@H](C)NC1=C2N=CN(C2=NC=N1)CC1=CC=C(C=C1)OC ((S,Z)-8-chloro-N′-hydroxy-3-(1-((9-(4-methoxybenzyl)-9H-purin-6-yl)amino)ethyl)isoquinoline-1-carboximidamide), C(C)(=O)OC(C)=O (acetic anhydride). The product is ClC=1C=CC=C2C=C(N=C(C12)C1=NOC(=N1)C)[C@H](C)NC1=C2N=CN(C2=NC=N1)CC1=CC=C(C=C1)OC ((S)—N-(1-(8-chloro-1-(5-methyl-1,2,4-oxadiazol-3-yl)isoquinolin-3-yl)ethyl)-9-(4-methoxybenzyl)-9H-purin-6-amine). RXN SMILES: [Cl:1][C:2]1[CH:3]=[CH:4][CH:5]=[C:6]2[C:11]=1[C:10](/[C:12](=[N:14]/[OH:15])/[NH2:13])=[N:9][C:8]([C@@H:16]([NH:18][C:19]1[N:27]=[CH:26][N:25]=[C:24]3[C:20]=1[N:21]=[CH:22][N:23]3[CH2:28][C:29]1[CH:34]=[CH:33][C:32]([O:35][CH3:36])=[CH:31][CH:30]=1)[CH3:17])=[CH:7]2.[C:37](OC(=O)C)(=O)[CH3:38]>>[Cl:1][C:2]1[CH:3]=[CH:4][CH:5]=[C:6]2[C:11]=1[C:10]([C:12]1[N:13]=[C:37]([CH3:38])[O:15][N:14]=1)=[N:9][C:8]([C@@H:16]([NH:18][C:19]1[N:27]=[CH:26][N:25]=[C:24]3[C:20]=1[N:21]=[CH:22][N:23]3[CH2:28][C:29]1[CH:30]=[CH:31][C:32]([O:35][CH3:36])=[CH:33][CH:34]=1)[CH3:17])=[CH:7]2. Procedure details: (S,Z)-8-chloro-N′-hydroxy-3-(1-((9-(4-methoxybenzyl)-9H-purin-6-yl)amino)ethyl)isoquinoline-1-carboximidamide 30 (502 mg, 1 mmol, 1.0 eq) was dissolved in acetic anhydride (10 mL) and the resulting mixture was stirred at reflux overnight. The mixture was cooled to RT and concentrated in vacuo to remove acetic anhydride. The resulting suspension was diluted with water (50 mL) and neutralized with concentrated ammonium hydroxide to adjust the pH value to 7-8. The mixture was extracted with DCM (3×...